describe an organic reaction: reactants, conditions, products, and yield From a dataset of the Open Reaction Database (ORD), a public repository of structured organic reaction records. Reactants: CS(=O)(=O)OCCC1=CC=C(C=C1)NC1=NC=2C3=C([C@@H](CC2C=N1)C1=CC(=C(C=C1)Cl)Cl)C=CC=C3 ((S)-4-(6-(3,4-dichlorophenyl)-5,6-dihydrobenzo[h]quinazolin-2-ylamino)phenethyl methanesulfonate), CN1CCNCC1 (N-methyl piperazine). The solvent is C(C)N(CC)CC (triethylamine). Yields the product Cl.ClC=1C=C(C=CC1Cl)[C@@H]1CC=2C=NC(=NC2C2=C1C=CC=C2)NC2=CC=C(C=C2)CCN2CCN(CC2)C ((S)-6-(3,4-dichlorophenyl)-N-(4-(2-(4-methylpiperazin-1-yl)ethyl)phenyl)-5,6-dihydrobenzo[h]quinazolin-2-amine hydrochloride). Reaction SMILES: CS(O[CH2:6][CH2:7][C:8]1[CH:13]=[CH:12][C:11]([NH:14][C:15]2[N:24]=[CH:23][C:22]3[CH2:21][C@@H:20]([C:25]4[CH:30]=[CH:29][C:28]([Cl:31])=[C:27]([Cl:32])[CH:26]=4)[C:19]4[CH:33]=[CH:34][CH:35]=[CH:36][C:18]=4[C:17]=3[N:16]=2)=[CH:10][CH:9]=1)(=O)=O.[CH3:37][N:38]1[CH2:43][CH2:42][NH:41][CH2:40][CH2:39]1>C(N(CC)CC)C>[ClH:31].[Cl:32][C:27]1[CH:26]=[C:25]([C@H:20]2[C:19]3[CH:33]=[CH:34][CH:35]=[CH:36][C:18]=3[C:17]3[N:16]=[C:15]([NH:14][C:11]4[CH:12]=[CH:13][C:8]([CH2:7][CH2:6][N:41]5[CH2:42][CH2:43][N:38]([CH3:37])[CH2:39][CH2:40]5)=[CH:9][CH:10]=4)[N:24]=[CH:23][C:22]=3[CH2:21]2)[CH:30]=[CH:29][C:28]=1[Cl:31] |f:3.4|. Procedure details: This was synthesized by using (S)-4-(6-(3,4-dichlorophenyl)-5,6-dihydrobenzo[h]quinazolin-2-ylamino)phenethyl methanesulfonate, N-methyl piperazine and triethylamine as described in general procedure 2 to give a yellow solid. M.p.=236-238° C. 1H NMR 400 MHz (DMSO-d6) δ 9.63 (s, 1H) 8.33-8.29 (m, 2H), 7.79 (d, J=8.0 Hz, 2H), 7.52-7.47 (m, 4H), 7.24 (d, J=8.8 Hz, 2H), 7.10 (m, 1H), 7.03-7.00 (dd, J=2.4, 8.8 Hz, 1H), 4.46 (t, J=6.4 Hz, 1H), 3.82-2.99 (m, 15H), 2.82 (s, 3H). LCMS m/e 544 (M+H). Starting materials: Cc1ccc(CN)cc1, COC(=O)Cn1ncc2cc(-c3cc(C(=O)NC4CC4)ccc3C)ccc21. Yields the product Cc1ccc(CNC(=O)Cn2ncc3cc(-c4cc(C(=O)NC5CC5)ccc4C)ccc32)cc1. Reaction SMILES: [CH3:28][c:29]1[cH:30][cH:31][c:32]([CH2:33][NH2:34])[cH:35][cH:36]1.[CH:1]1([NH:4][C:5](=[O:6])[c:7]2[cH:8][cH:9][c:10]([CH3:27])[c:11](-[c:13]3[cH:14][c:15]4[cH:16][n:17][n:18]([CH2:22][C:23]([O:25][CH3:24])=[O:26])[c:19]4[cH:20][cH:21]3)[cH:12]2)[CH2:2][CH2:3]1>>[CH:1]1([NH:4][C:5](=[O:6])[c:7]2[cH:8][cH:9][c:10]([CH3:27])[c:11](-[c:13]3[cH:14][c:15]4[cH:16][n:17][n:18]([CH2:22][C:23](=[O:25])[NH:34][CH2:33][c:32]5[cH:31][cH:30][c:29]([CH3:28])[cH:36][cH:35]5)[c:19]4[cH:20][cH:21]3)[cH:12]2)[CH2:2][CH2:3]1. Reactants: [H-].[Al+3].[Li+].[H-].[H-].[H-] (Lithium aluminum hydride), FC1=C(C=CC(=C1)F)CC(=O)O (2,4-difluorophenylacetic acid). The solvent is C1CCOC1 (THF), C1CCOC1 (THF). Conditions: temperature 0 celsius, time 70 minute. Product: FC1=C(CCO)C=CC(=C1)F (2,4-difluorophenethyl alcohol). RXN SMILES: [H-].[Al+3].[Li+].[H-].[H-].[H-].[F:7][C:8]1[CH:13]=[C:12]([F:14])[CH:11]=[CH:10][C:9]=1[CH2:15][C:16](O)=[O:17]>C1COCC1>[F:7][C:8]1[CH:13]=[C:12]([F:14])[CH:11]=[CH:10][C:9]=1[CH2:15][CH2:16][OH:17] |f:0.1.2.3.4.5|. Procedure: Lithium aluminum hydride (65 g) was suspended in dry THF (1.5 L) under a nitrogen atmosphere and this mixture was then treated with a solution of 2,4-difluorophenylacetic acid (169 g) in dry THF (1 L) over a period of 90 min at 0° C. The reaction mixture was stirred for 70 min at 0° C. and then quenched dropwise with the slow addition of 20% w/v KOH(aq) (340 mL) at 0° C. The inorganic salts were then filtered over Hi flo (200 g) and MgSO4 (200 g), washed with ethyl acetate (200 g), and the filtr...